From a dataset of the Open Reaction Database (ORD), a public repository of structured organic reaction records. describe an organic reaction: reactants, conditions, products, and yield Reactants: [Na] (sodium), Cl(=O)(=O)(=O)[O-] (perchlorate), [Ca] (calcium), S(=O)(=O)(O)O.NO (hydroxylamine sulfate), [N+](=O)([O-])[O-].[Ba+2].[N+](=O)([O-])[O-] (barium nitrate). The product is S(=O)(=O)([O-])[O-] (sulfate), [N+](=O)(O)[O-].NO (hydroxylamine nitrate), Cl(=O)(=O)(=O)O.NO (hydroxylamine perchlorate). As a reaction SMILES: [S:1]([OH:5])([OH:4])(=[O:3])=[O:2].[NH2:6][OH:7].[Na].[Ca].[N+:10]([O-:13])([O-:12])=[O:11].[Ba+2].[N+:15]([O-])([O-])=[O:16].[Cl:19]([O-:23])(=[O:22])(=[O:21])=[O:20]>>[S:1]([O-:5])([O-:4])(=[O:3])=[O:2].[N+:10]([O-:13])([OH:12])=[O:11].[NH2:15][OH:16].[Cl:19]([OH:23])(=[O:22])(=[O:21])=[O:20].[NH2:6][OH:7] |f:0.1,4.5.6,9.10,11.12,^1:7|. Reported procedure: In the aqueous precipitation process, a saturated aqueous solution of hydroxylamine sulfate is combined with a saturated aqueous solution of sodium, calcium or barium nitrate or perchlorate. These reactions result in the formation of a very difficult-to-filter sulfate precipitate and of an aqueous solution of either hydroxylamine nitrate (HAN) or hydroxylamine perchlorate (HAP). In the case of HAN, the concentration is about 15%. Since most of the useful concentrations of these oxidizers are in ... The reactants are ClC=1C(=CC(=C(C#N)C1)F)F (5-chloro-2,4-difluorobenzonitrile), ethyl acetate hexanes, C(CC(=O)OC(C)(C)C)(=O)OC(C)(C)C (Di-t-butyl malonate), [H][H] (hydrogen), [H-].[Na+] (sodium hydride). Reaction SMILES: [H-].[Na+].[C:3]([O:13][C:14]([CH3:17])([CH3:16])[CH3:15])(=[O:12])[CH2:4][C:5]([O:7][C:8]([CH3:11])([CH3:10])[CH3:9])=[O:6].[H][H].[Cl:20][C:21]1[C:22](F)=[CH:23][C:24]([F:29])=[C:25]([CH:28]=1)[C:26]#[N:27]>CN(C=O)C.CCOCC>[Cl:20][C:21]1[CH:28]=[C:25]([C:26]#[N:27])[C:24]([F:29])=[CH:23][C:22]=1[CH:4]([C:5]([O:7][C:8]([CH3:9])([CH3:10])[CH3:11])=[O:6])[C:3]([O:13][C:14]([CH3:17])([CH3:16])[CH3:15])=[O:12] |f:0.1|. Yields the product ClC1=C(C=C(C(=C1)C#N)F)C(C(=O)OC(C)(C)C)C(=O)OC(C)(C)C (Di-t-Butyl 2-(2-chloro-4-cyano-5-fluorophenyl)malonate). Solvent: CN(C)C=O (DMF), CCOCC (ether), CN(C)C=O (DMF). Procedure details: To sodium hydride (60% in mineral oil, 3.75 g, 94 mmol) under nitrogen was added dry DMF (150 mL) and the suspension was cooled in an ice bath. Di-t-butyl malonate (8.1 g, 37.5 mmol) was added dropwise over 15 minutes via syringe with hydrogen evolution. The suspension was stirred for 30 minutes after which time 5-chloro-2,4-difluorobenzonitrile (5.0 g, 28.8 mmol) in DMF (10 mL) was added dropwise over 15 minutes and the reaction was heated to 80° C. for 12 hours when TLC (15% ethyl acetate/hexa... Starting materials: C(#C)NC (ethynyl-methylamine), ClC1=CC=C(C(=C1C=O)F)C (6-chloro-2-fluoro-3-methyl-benzaldehyde), C(C)(=O)O[BH-](OC(C)=O)OC(C)=O.[Na+] (sodium triacetoxyborohydride), C(C)(=O)O (acetic acid). Run in C(Cl)Cl (CH2Cl2). Conditions: time 2 hour. Product: ClC1=CC=C(C(=C1CN(C)C#C)F)C ((6-Chloro-2-fluoro-3-methyl-benzyl)-ethynyl-methyl-amine). Reaction SMILES: [C:1]([NH:3][CH3:4])#[CH:2].[Cl:5][C:6]1[C:11]([CH:12]=O)=[C:10]([F:14])[C:9]([CH3:15])=[CH:8][CH:7]=1.C(O[BH-](OC(=O)C)OC(=O)C)(=O)C.[Na+].C(O)(=O)C>C(Cl)Cl>[Cl:5][C:6]1[C:11]([CH2:12][N:3]([C:1]#[CH:2])[CH3:4])=[C:10]([F:14])[C:9]([CH3:15])=[CH:8][CH:7]=1 |f:2.3|. Reported procedure: To a solution of ethynyl-methylamine (98 uL, 1.16 mmol) and 6-chloro-2-fluoro-3-methyl-benzaldehyde (200 mg, 1.16 mmol) in CH2Cl2 (3 mL) was added sodium triacetoxyborohydride (369 mg, 1.74 mmol) and acetic acid (7 uL, 0.12 mmol). The reaction mixture was stirred at room temperature for 2 hours, quenched with saturated aqueous NaHCO3, and extracted with ethyl acetate. The combined organic phases were washed with brine, dried over anhydrous magnesium sulfate, and concentrated to afford the title ... Reactants: NC1CCN(CC1)CCN1C(COC2=C1C=C(C=C2)S(=O)(=O)C)=O (4-[2-(4-Aminopiperidin-1-yl)ethyl]-6-(methylsulfonyl)-2H-1,4-benzoxazin-3(4H)-one), NC1CCN(CC1)CCN1C(COC2=C1C=C(C=C2)S(=O)(=O)C)=O (4-[2-(4-Aminopiperidin-1-yl)ethyl]-6-(methylsulfonyl)-2H-1,4-benzoxazin-3(4H)-one), O=C1NC2=C(OC1)C=CC(=N2)C=O (3-oxo-3,4-dihydro-2H-pyrido[3,2-b][1,4]oxazine-6-carbaldehyde), C(#N)[BH3-].[Na+] (sodium cyanoborohydride). Product: C(C)S(=O)(=O)C=1C=CC2=C(N(C(CO2)=O)CCN2CCC(CC2)NCC=2C=CC=3OCC(NC3N2)=O)C1 (6-{[(1-{2-[6-(Ethylsulfonyl)-3-oxo-2,3-dihydro-4H-1,4-benzoxazin-4-yl]ethyl}piperidin-4-yl)amino]methyl}-2H-pyrido[3,2-b][1,4]oxazin-3 (4H)-one). The yield is 19.0%. As a reaction SMILES: [NH2:1][CH:2]1[CH2:7][CH2:6][N:5]([CH2:8][CH2:9][N:10]2[C:15]3[CH:16]=[C:17]([S:20]([CH3:23])(=[O:22])=[O:21])[CH:18]=[CH:19][C:14]=3[O:13][CH2:12][C:11]2=[O:24])[CH2:4][CH2:3]1.[O:25]=[C:26]1[CH2:31][O:30][C:29]2[CH:32]=[CH:33][C:34]([CH:36]=O)=[N:35][C:28]=2[NH:27]1.[C:38]([BH3-])#N.[Na+]>>[CH2:23]([S:20]([C:17]1[CH:18]=[CH:19][C:14]2[O:13][CH2:12][C:11](=[O:24])[N:10]([CH2:9][CH2:8][N:5]3[CH2:6][CH2:7][CH:2]([NH:1][CH2:36][C:34]4[CH:33]=[CH:32][C:29]5[O:30][CH2:31][C:26](=[O:25])[NH:27][C:28]=5[N:35]=4)[CH2:3][CH2:4]3)[C:15]=2[CH:16]=1)(=[O:22])=[O:21])[CH3:38] |f:2.3|. Reported procedure: 4-[2-(4-Aminopiperidin-1-yl)ethyl]-6-(methylsulfonyl)-2H-1,4-benzoxazin-3(4H)-one (Intermediate 103), 3-oxo-3,4-dihydro-2H-pyrido[3,2-b][1,4]oxazine-6-carbaldehyde (WO 2004/058144) and sodium cyanoborohydride were reacted as described under Example 21 to give the product as an off-white solid in 19% yield. The reactants are CC(C)(C(CCC=C)=O)[C@H]1OC(OCC1)(C)C ((4S)-4-(2-methyl-3-oxo-hept-6-en-2-yl)-2,2-dimethyl-[1,3]dioxane). The reagents and catalysts are [Pd] (palladium on carbon). The solvent is C1CCOC1 (THF). The product is CC(C)(C(CCCC)=O)[C@H]1OC(OCC1)(C)C ((4S)-4-(2-Methyl-3-oxo-heptan-2-yl)-2,2-dimethyl-[1,3]dioxane). Isolated yield 86.6%. RXN SMILES: [CH3:1][C:2]([C@@H:10]1[CH2:15][CH2:14][O:13][C:12]([CH3:17])([CH3:16])[O:11]1)([C:4](=[O:9])[CH2:5][CH2:6][CH:7]=[CH2:8])[CH3:3]>C1COCC1.[Pd]>[CH3:3][C:2]([C@@H:10]1[CH2:15][CH2:14][O:13][C:12]([CH3:16])([CH3:17])[O:11]1)([C:4](=[O:9])[CH2:5][CH2:6][CH2:7][CH3:8])[CH3:1]. Reported procedure: 24 g (0.1 mol) of (4S)-4-(2-methyl-3-oxo-hept-6-en-2-yl)-2,2-dimethyl-[1,3]dioxane from Example 17 is dissolved in 480 ml of THF. At room temperature, 4.8 g of palladium on carbon (10%) is added. It is hydrogenated at 10 bar of hydrogen for 2 hours until hydrogen absorption is completed. The catalyst is suctioned off, rewashed with THF, and the product is distilled at 95° C./1 mbar. 21 g of product (87% of theory) is obtained. Reaction conditions: time 3 hour. Yields the product C(OC[C@H]1N(CCC1)/[N+](=N/OCCCC)/[O-])(OC(C)Cl)=O ({(2S)-1-[(Z)-butoxy-NNO-azoxy]pyrrolidin-2-yl}methyl 1-chloroethyl carbonate). Starting materials: C(CCC)O\N=[N+](/[O-])\N1[C@@H](CCC1)CO ({(2S)-1-[(Z)-1-butoxy-NNO-azoxy]pyrrolidin-2-yl}methanol), ClC(=O)OC(C)Cl (1-chloroethyl chloroformate), N1=CC=CC=C1 (pyridine). Reaction SMILES: [CH2:1]([O:5]/[N:6]=[N+:7](/[N:9]1[CH2:13][CH2:12][CH2:11][C@H:10]1[CH2:14][OH:15])\[O-:8])[CH2:2][CH2:3][CH3:4].Cl[C:17]([O:19][CH:20]([Cl:22])[CH3:21])=[O:18].N1C=CC=CC=1>C(Cl)Cl>[C:17](=[O:18])([O:19][CH:20]([Cl:22])[CH3:21])[O:15][CH2:14][C@@H:10]1[CH2:11][CH2:12][CH2:13][N:9]1/[N+:7](/[O-:8])=[N:6]/[O:5][CH2:1][CH2:2][CH2:3][CH3:4]. Reported procedure: To a solution of {(2S)-1-[(2)-butoxy-NNO-azoxy]pyrrolidin-2-yl}methanol (Example 1, Step A) (856 mg, 3.94 mmol) in CH2Cl2 (15 mL) at rt was added 1-chloroethyl chloroformate (676 mg, 4.73 mmol) and followed by pyridine (935 mg, 11.8 mmol). After stirring at rt for 3 h, the mixture was purified by flash chromatography (Biotage 25+M) using 10-30% EtOAc/hexane gradient, affording the title compound. Run in C(Cl)Cl (CH2Cl2). The reactants are CCOC(=O)C=CC1CCN(C(=O)OC(C)(C)C)CC1, CCO, [H][H]. The product is CCOC(=O)CCC1CCN(C(=O)OC(C)(C)C)CC1. Reaction SMILES: [CH2:1]([CH3:2])[O:3][C:4]([CH:5]=[CH:6][CH:7]1[CH2:8][CH2:9][N:10]([C:13](=[O:14])[O:15][C:16]([CH3:17])([CH3:18])[CH3:19])[CH2:11][CH2:12]1)=[O:20].[CH3:23][CH2:24][OH:25].[H:21][H:22]>>[CH2:1]([CH3:2])[O:3][C:4]([CH2:5][CH2:6][CH:7]1[CH2:8][CH2:9][N:10]([C:13](=[O:14])[O:15][C:16]([CH3:17])([CH3:18])[CH3:19])[CH2:11][CH2:12]1)=[O:20]. Reactants: COC(=O)c1ccccc1N, CS(C)(=O)=O, CS(C)=O, Cl, [H-], [Na+]. Product: CS(=O)(=O)CC(=O)c1ccccc1N. RXN SMILES: [C:8]([c:9]1[c:10]([NH2:11])[cH:12][cH:13][cH:14][cH:15]1)(=[O:16])[O:17][CH3:18].[CH3:1][S:2](=[O:3])(=[O:4])[CH3:5].[CH3:20][S:21]([CH3:22])=[O:23].[ClH:19].[H-:6].[Na+:7]>>[CH2:1]([S:2](=[O:3])(=[O:4])[CH3:5])[C:8]([c:9]1[c:10]([NH2:11])[cH:12][cH:13][cH:14][cH:15]1)=[O:16].